Dataset: the Open Reaction Database (ORD), a public repository of structured organic reaction records. Task: describe an organic reaction: reactants, conditions, products, and yield Yield: 78.2%. The reagents and catalysts are N1CCCCC1 (piperidine). Reactants: COC1=C(C2=C(C(CO2)=O)C=C1)OC1CCN(CC1)C(=O)OC(C)(C)C (tert-butyl 4-(6-methoxy-3-oxo-2,3-dihydrobenzofuran-7-yloxy)piperidine-1-carboxylate), N1N=C(C2=CC=CC=C12)C=O (1H-indazole-3-carboxaldehyde), C1(=CC=CC=C1)C (toluene). Procedure: A solution of tert-butyl 4-(6-methoxy-3-oxo-2,3-dihydrobenzofuran-7-yloxy)piperidine-1-carboxylate (0.019 g, 0.052 mmol) in methanol (2.0 mL) was added with 1H-indazole-3-carboxaldehyde (0.008 g, 0.057 mmol). Then, the mixture was added with 5 drops of piperidine, and the mixture was stirred at room temperature for 2 hours. The reaction mixture was added with toluene, the solvent was evaporated under reduced pressure, and then the residue was purified by silica gel column chromatography (eluted ... Product: N1N=C(C2=CC=CC=C12)\C=C\1/OC2=C(C1=O)C=CC(=C2OC2CCN(CC2)C(=O)OC(C)(C)C)OC (tert-butyl (Z)-4-{2-[(1H-indazol-3-yl)methylene]-6-methoxy-3-oxo-2,3-dihydrobenzofuran-7-yloxy}piperidine-1-carboxylate). The solvent is CO (methanol). Conditions: time 2 hour. Reaction SMILES: [CH3:1][O:2][C:3]1[CH:12]=[CH:11][C:6]2[C:7](=[O:10])[CH2:8][O:9][C:5]=2[C:4]=1[O:13][CH:14]1[CH2:19][CH2:18][N:17]([C:20]([O:22][C:23]([CH3:26])([CH3:25])[CH3:24])=[O:21])[CH2:16][CH2:15]1.[NH:27]1[C:35]2[C:30](=[CH:31][CH:32]=[CH:33][CH:34]=2)[C:29]([CH:36]=O)=[N:28]1.C1(C)C=CC=CC=1>CO.N1CCCCC1>[NH:27]1[C:35]2[C:30](=[CH:31][CH:32]=[CH:33][CH:34]=2)[C:29](/[CH:36]=[C:8]2\[O:9][C:5]3[C:4]([O:13][CH:14]4[CH2:15][CH2:16][N:17]([C:20]([O:22][C:23]([CH3:26])([CH3:25])[CH3:24])=[O:21])[CH2:18][CH2:19]4)=[C:3]([O:2][CH3:1])[CH:12]=[CH:11][C:6]=3[C:7]\2=[O:10])=[N:28]1.